From a dataset of the Open Reaction Database (ORD), a public repository of structured organic reaction records. describe an organic reaction: reactants, conditions, products, and yield The reactants are O=C(O)Cn1ccc(NC(=O)OCc2ccccc2)nc1=O, O=C1CNCCN1, c1ccccc1. The product is O=C(Nc1ccn(CC(=O)N2CCNCC2=O)c(=O)n1)OCc1ccccc1. As a reaction SMILES: [C:1](=[O:2])([O:3][CH2:4][c:5]1[cH:6][cH:7][cH:8][cH:9][cH:10]1)[NH:11][c:12]1[n:13][c:14](=[O:22])[n:15]([CH2:18][C:19](=[O:20])[OH:21])[cH:16][cH:17]1.[NH:23]1[C:24](=[O:29])[CH2:25][NH:26][CH2:27][CH2:28]1.[cH:30]1[cH:31][cH:32][cH:33][cH:34][cH:35]1>>[C:1](=[O:2])([O:3][CH2:4][c:5]1[cH:6][cH:7][cH:8][cH:9][cH:10]1)[NH:11][c:12]1[n:13][c:14](=[O:22])[n:15]([CH2:18][C:19](=[O:21])[N:23]2[C:24](=[O:29])[CH2:25][NH:26][CH2:27][CH2:28]2)[cH:16][cH:17]1. The reactants are C1(CCCCC1)NC(=O)CC=1C=C(C=CC1)CC(=O)O ((3-Cyclohexylcarbamoylmethyl-phenyl)-acetic acid). The solvent is ClCCl (dichloromethane). Run at time 1 hour. The product is C1(CCCCC1)NCCC=1C=C(C=CC1)CCO (2-[3-(2-Cyclohexylamino-ethyl)-phenyl]-ethanol). Isolated yield 89.8%. Reaction SMILES: [CH:1]1([NH:7][C:8]([CH2:10][C:11]2[CH:12]=[C:13]([CH2:17][C:18](O)=[O:19])[CH:14]=[CH:15][CH:16]=2)=O)[CH2:6][CH2:5][CH2:4][CH2:3][CH2:2]1>ClCCl>[CH:1]1([NH:7][CH2:8][CH2:10][C:11]2[CH:12]=[C:13]([CH2:17][CH2:18][OH:19])[CH:14]=[CH:15][CH:16]=2)[CH2:2][CH2:3][CH2:4][CH2:5][CH2:6]1. Procedure: (3-Cyclohexylcarbamoylmethyl-phenyl)-acetic acid (620 mg) was dissolved in dry dichloromethane (25 mL) and treated with borane-methyl sulphide complex (2M, 12 mL) at room temperature. The reaction was stirred at room temperature for 1 hour and at reflux for a further 1 hour. The mixture was cooled, quenched with methanol and treated with 2M hydrochloric acid (25 mL). The acidified mixture was heated at reflux for 10 minutes, cooled and basified with 2M sodium hydroxide. The basic mixture was ext... Reactants: Br, COc1cc(C)c(Br)cc1C(N)=O, C[O-], CNC(=O)[O-], CO, [K+], [Na+], [OH-], O. Yields the product COc1cc(C)c(Br)cc1N. Reaction SMILES: [Br:17].[Br:1][c:2]1[c:3]([CH3:13])[cH:4][c:5]([O:11][CH3:12])[c:6]([C:7]([NH2:8])=[O:9])[cH:10]1.[CH3:14][O-:15].[CH3:20][NH:21][C:22](=[O:23])[O-:24].[CH3:26][OH:27].[K+:19].[Na+:16].[OH-:18].[OH2:25]>>[Br:1][c:2]1[c:3]([CH3:13])[cH:4][c:5]([O:11][CH3:12])[c:6]([NH2:21])[cH:10]1. Reactants: C[O-].[Na+] (Sodium methoxide), (1953)]in, Cl.N1=CC=C(C=C1)CCl (4- picolyl chloride hydrochloride), SC(C(C)O)C (3-mercapto-2-butanol). The solvent is C(C)O (ethanol), C(C)O (ethanol), C(C)O (ethanol). Run at time 14 hour. The product is OC(C(C)SCC1=CC=NC=C1)C (4-(3-Hydroxy-2-butylthiomethyl)pyridine). RXN SMILES: C[O-].[Na+].Cl.[N:5]1[CH:10]=[CH:9][C:8]([CH2:11]Cl)=[CH:7][CH:6]=1.[SH:13][CH:14]([CH3:18])[CH:15]([OH:17])[CH3:16]>C(O)C>[OH:17][CH:15]([CH3:16])[CH:14]([S:13][CH2:11][C:8]1[CH:9]=[CH:10][N:5]=[CH:6][CH:7]=1)[CH3:18] |f:0.1,2.3|. Reported procedure: Sodium methoxide (3.40 g., 63 mmoles) was dissolved in 30 ml. of absolute ethanol under nitrogen and cooled in an ice bath. To the chilled solution there was added a suspension of finely ground 4- picolyl chloride hydrochloride (5.07 g., 30 mmoles) suspended in approximately 30 ml. of absolute ethanol over 15 minutes, followed by the addition of a solution of 3-mercapto-2-butanol [3.19 g., 30 mmoles, Price et al., J. Am. Chem. Soc. 75, 2396 (1953)]in 6 ml. of absolute ethanol over 5 minutes. The... Solvent: ClCCl (dichloromethane). Isolated yield 57.7%. The product is OC=1C2=C(N=CN1)SC(=C2)CCNC(C)=O (N-(2-[4-hydroxythieno[2,3-d]pyrimidin-6-yl]ethyl)acetamide). The reactants are TEA, C(C)(=O)Cl (acetyl chloride), NCCC1=CC2=C(N=CN=C2O)S1 (6-(2-aminoethyl)thieno[2,3-d]pyrimidin-4-ol). Reaction conditions: time 2 hour. Procedure details: To a 25-mL round-bottom flask (1 atm) purged and maintained with an inert atmosphere of nitrogen was added a solution of 6-(2-aminoethyl)thieno[2,3-d]pyrimidin-4-ol (570 mg, 2.92 mmol, 1.00 equiv) in 10 mL of dichloromethane. TEA (1.2 g, 11.86 mmol, 4.06 equiv) and acetyl chloride (460 mg, 5.86 mmol) were added at 0° C. under nitrogen. The resulting solution was stirred for 2 h at room temperature and concentrated under vacuum. The residue was applied onto a silica gel column with dichloromethan... Reaction SMILES: [NH2:1][CH2:2][CH2:3][C:4]1[S:13][C:7]2[N:8]=[CH:9][N:10]=[C:11]([OH:12])[C:6]=2[CH:5]=1.[C:14](Cl)(=[O:16])[CH3:15]>ClCCl>[OH:12][C:11]1[C:6]2[CH:5]=[C:4]([CH2:3][CH2:2][NH:1][C:14](=[O:16])[CH3:15])[S:13][C:7]=2[N:8]=[CH:9][N:10]=1. Starting materials: O=C([O-])[O-], CCN=C=O, CCOC(C)=O, Cc1cc(Oc2c(Cl)cc(C(F)(F)F)cc2Cl)n[nH]1, Cl, [K+], [K+]. Yields the product CCNC(=O)n1nc(Oc2c(Cl)cc(C(F)(F)F)cc2Cl)cc1C. As a reaction SMILES: [C:1](=[O:2])([O-:3])[O-:4].[CH2:7]([CH3:8])[N:9]=[C:10]=[O:11].[CH3:32][CH2:33][O:34][C:35](=[O:36])[CH3:37].[Cl:12][c:13]1[c:14]([O:24][c:25]2[n:26][nH:27][c:28]([CH3:30])[cH:29]2)[c:15]([Cl:23])[cH:16][c:17]([C:19]([F:20])([F:21])[F:22])[cH:18]1.[ClH:31].[K+:5].[K+:6]>>[CH2:7]([CH3:8])[NH:9][C:10](=[O:11])[n:27]1[n:26][c:25]([O:24][c:14]2[c:13]([Cl:12])[cH:18][c:17]([C:19]([F:20])([F:21])[F:22])[cH:16][c:15]2[Cl:23])[cH:29][c:28]1[CH3:30].